This data is from the Open Reaction Database (ORD), a public repository of structured organic reaction records. The task is: describe an organic reaction: reactants, conditions, products, and yield Starting materials: CCn1c(=O)c(-c2ccc(Br)cc2Cl)cc2cnc(S(C)=O)nc21, CN1CCN(c2ccc(N)cc2)CC1, ClCCl. Product: CCn1c(=O)c(-c2ccc(Br)cc2Cl)cc2cnc(Nc3ccc(N4CCN(C)CC4)cc3)nc21. As a reaction SMILES: [Br:1][c:2]1[cH:3][c:4]([Cl:24])[c:5](-[c:8]2[cH:9][c:10]3[c:11]([n:12][c:13]([S:16]([CH3:17])=[O:18])[n:14][cH:15]3)[n:19]([CH2:22][CH3:23])[c:20]2=[O:21])[cH:6][cH:7]1.[CH3:25][N:26]1[CH2:27][CH2:28][N:29]([c:32]2[cH:33][cH:34][c:35]([NH2:36])[cH:37][cH:38]2)[CH2:30][CH2:31]1.[Cl:39][CH2:40][Cl:41]>>[Br:1][c:2]1[cH:3][c:4]([Cl:24])[c:5](-[c:8]2[cH:9][c:10]3[c:11]([n:12][c:13]([NH:36][c:35]4[cH:34][cH:33][c:32]([N:29]5[CH2:28][CH2:27][N:26]([CH3:25])[CH2:31][CH2:30]5)[cH:38][cH:37]4)[n:14][cH:15]3)[n:19]([CH2:22][CH3:23])[c:20]2=[O:21])[cH:6][cH:7]1. Starting materials: C=CC1CC1(C#N)c1ccccc1, COCCOCCOC, C=CC1CC1, Cc1ccc(S(=O)(=O)NN)cc1. Product: CCC1CC1(C#N)c1ccccc1. Reaction SMILES: [C:18](#[N:19])[C:20]1([c:25]2[cH:26][cH:27][cH:28][cH:29][cH:30]2)[CH:21]([CH:23]=[CH2:24])[CH2:22]1.[CH3:31][O:32][CH2:33][CH2:34][O:35][CH2:36][CH2:37][O:38][CH3:39].[CH:1]([CH:2]1[CH2:3][CH2:4]1)=[CH2:5].[S:6]([NH:7][NH2:8])([c:9]1[cH:10][cH:11][c:12]([CH3:13])[cH:14][cH:15]1)(=[O:16])=[O:17]>>[C:18](#[N:19])[C:20]1([c:25]2[cH:26][cH:27][cH:28][cH:29][cH:30]2)[CH:21]([CH2:23][CH3:24])[CH2:22]1. The reactants are C(C1=CC=CC=C1)N1[C@@H](C[C@H](C1)O[Si](C)(C)C(C)(C)C)C(O)C1=CC=NC=C1 (1-{(2S,4R)-1-benzyl-4-(t-butyldimethylsilyloxy) pyrrolidin-2-yl}-1-(4-pyridyl)methanol), C(C)(=O)O (acetic acid), O1CCCC1 (tetrahydrofuran), ClC(=O)OCC=C (allyl chloroformate). Reagents/catalysts: [OH-].[OH-].[Pd+2] (palladium hydroxide on carbon). Solvent: C(C)O (ethanol), O (water). Run at time 6 hour. The product is C(C=C)OC(=O)N1[C@@H](C[C@H](C1)O[Si](C)(C)C(C)(C)C)C(O)C1=CC=NC=C1 (1-{(2S,4R)-1-allyloxycarbonyl-4-(t-butyldimethylsilyloxy) pyrrolidin-2-yl}-1-(4-pyridyl)methanol). As a reaction SMILES: C([N:8]1[CH2:12][C@H:11]([O:13][Si:14]([C:17]([CH3:20])([CH3:19])[CH3:18])([CH3:16])[CH3:15])[CH2:10][C@H:9]1[CH:21]([C:23]1[CH:28]=[CH:27][N:26]=[CH:25][CH:24]=1)[OH:22])C1C=CC=CC=1.C(O)(=O)C.O1CCCC1.Cl[C:39]([O:41][CH2:42][CH:43]=[CH2:44])=[O:40]>C(O)C.O.[OH-].[OH-].[Pd+2]>[CH2:42]([O:41][C:39]([N:8]1[CH2:12][C@H:11]([O:13][Si:14]([C:17]([CH3:20])([CH3:19])[CH3:18])([CH3:16])[CH3:15])[CH2:10][C@H:9]1[CH:21]([C:23]1[CH:28]=[CH:27][N:26]=[CH:25][CH:24]=1)[OH:22])=[O:40])[CH:43]=[CH2:44] |f:6.7.8|. Procedure: To a solution of 1-{(2S,4R)-1-benzyl-4-(t-butyldimethylsilyloxy) pyrrolidin-2-yl}-1-(4-pyridyl)methanol (32.73 g) in ethanol (300 ml) was added acetic acid (9.4 ml) and palladium hydroxide on carbon (10 g). The mixture was stirred vigorously under an atmosphere of hydrogen at room temperature for 6 hours. The palladium catalyst was removed by filtration and washed with ethanol. The combined organic layer was evaporated under reduced pressure to give a residue. To a solution of the residue in wat... Starting materials: O=C(NC1=C(F)C(F)=C(C(F)=C1F)C(F)(F)F)C2CCCCCC2. The reagents and catalysts are O1B(OC(C)(C)C1(C)C)B2OC(C)(C)C(O2)(C)C, [K].O=C(O)O, O=C(O)C, [B-](F)(F)(F)F.CC[N+](CC)(CC)CC, N=1C(OC)=CC(OC)=C2C=CC=CC12, [Pd].O=C(O)C. The solvent is N#CC. Run at temperature 80 celsius, time 15 hour. The product is O=C(NC1=C(F)C(F)=C(C(F)=C1F)C(F)(F)F)C2CCCCCC2B3OC(C)(C)C(O3)(C)C, O=C(NC1=C(F)C(F)=C(C(F)=C1F)C(F)(F)F)C2CCCCCC2B3OC(C)(C)C(O3)(C)C. The yield is 24.0%. Reactants: COc1ccc(S(=O)(=O)NCC(C(=O)OC(C)(C)C)C2(CC(C)C)CCN(CCc3ccccc3)C2=O)cc1, ClCCl, O=C(O)C(F)(F)F, O. Yields the product COc1ccc(S(=O)(=O)NCC(C(=O)O)C2(CC(C)C)CCN(CCc3ccccc3)C2=O)cc1. RXN SMILES: [CH3:1][O:2][c:3]1[cH:4][cH:5][c:6]([S:9](=[O:10])(=[O:11])[NH:12][CH2:13][CH:14]([C:15](=[O:16])[O:17][C:18]([CH3:19])([CH3:20])[CH3:21])[C:22]2([CH2:36][CH:37]([CH3:38])[CH3:39])[C:23](=[O:35])[N:24]([CH2:27][CH2:28][c:29]3[cH:30][cH:31][cH:32][cH:33][cH:34]3)[CH2:25][CH2:26]2)[cH:7][cH:8]1.[Cl:47][CH2:48][Cl:49].[F:40][C:41]([F:42])([F:43])[C:44]([OH:45])=[O:46].[OH2:50]>>[CH3:1][O:2][c:3]1[cH:4][cH:5][c:6]([S:9](=[O:10])(=[O:11])[NH:12][CH2:13][CH:14]([C:15](=[O:16])[OH:17])[C:22]2([CH2:36][CH:37]([CH3:38])[CH3:39])[C:23](=[O:35])[N:24]([CH2:27][CH2:28][c:29]3[cH:30][cH:31][cH:32][cH:33][cH:34]3)[CH2:25][CH2:26]2)[cH:7][cH:8]1. Reactants: CC(C)CCON=O, Cl, Nc1c(F)cccc1C(=O)C=P(c1ccccc1)(c1ccccc1)c1ccccc1. Product: O=C1C(=P(c2ccccc2)(c2ccccc2)c2ccccc2)N=Nc2c(F)cccc21. As a reaction SMILES: [CH3:1][CH:2]([CH2:3][CH2:4][O:5][N:7]=[O:6])[CH3:8].[ClH:39].[NH2:9][c:10]1[c:11]([C:17]([CH:18]=[P:19]([c:20]2[cH:21][cH:22][cH:23][cH:24][cH:25]2)([c:26]2[cH:27][cH:28][cH:29][cH:30][cH:31]2)[c:32]2[cH:33][cH:34][cH:35][cH:36][cH:37]2)=[O:38])[cH:12][cH:13][cH:14][c:15]1[F:16]>>[N:7]1=[N:9][c:10]2[c:11]([cH:12][cH:13][cH:14][c:15]2[F:16])[C:17](=[O:38])[C:18]1=[P:19]([c:20]1[cH:21][cH:22][cH:23][cH:24][cH:25]1)([c:26]1[cH:27][cH:28][cH:29][cH:30][cH:31]1)[c:32]1[cH:33][cH:34][cH:35][cH:36][cH:37]1.